The task is: describe an organic reaction: reactants, conditions, products, and yield. This data is from the Open Reaction Database (ORD), a public repository of structured organic reaction records. The reactants are [Li]CCCC, C1CCOC1, CC(C)(C)[O-], Cc1cc2ccccc2[nH]1, COc1ccc(F)cc1C(C)(C)CC(=O)CC1CCCCC1, [K+]. Yields the product COc1ccc(F)cc1C(C)(C)CC(O)(Cc1cc2ccccc2[nH]1)CC1CCCCC1. As a reaction SMILES: [CH2:11]([Li:12])[CH2:13][CH2:14][CH3:15].[CH2:44]1[O:45][CH2:46][CH2:47][CH2:48]1.[CH3:16][C:17]([CH3:18])([O-:19])[CH3:20].[CH3:1][c:2]1[nH:3][c:4]2[cH:5][cH:6][cH:7][cH:8][c:9]2[cH:10]1.[CH:22]1([CH2:28][C:29]([CH2:30][C:31]([CH3:32])([CH3:33])[c:34]2[c:35]([O:41][CH3:42])[cH:36][cH:37][c:38]([F:40])[cH:39]2)=[O:43])[CH2:23][CH2:24][CH2:25][CH2:26][CH2:27]1.[K+:21]>>[CH2:1]([c:2]1[nH:3][c:4]2[cH:5][cH:6][cH:7][cH:8][c:9]2[cH:10]1)[C:29]([CH2:28][CH:22]1[CH2:23][CH2:24][CH2:25][CH2:26][CH2:27]1)([CH2:30][C:31]([CH3:32])([CH3:33])[c:34]1[c:35]([O:41][CH3:42])[cH:36][cH:37][c:38]([F:40])[cH:39]1)[OH:43].